This data is from the Open Reaction Database (ORD), a public repository of structured organic reaction records. The task is: describe an organic reaction: reactants, conditions, products, and yield Reactants: N1=CC(=CC=C1)C=1C=C2CC(NC2=CC1)=O (5-pyridin-3-yl-1,3-dihydro-2H-indol-2-one), ClC1=[N+](C=C(C=C1)CN1CCOCC1)[O-] (2-Chloro-5-(morpholin-4-ylmethyl)pyridine 1-oxide), [H-].[Na+] (sodium hydride). Solvent: CN(C=O)C (N,N-dimethylformamide), CN(C=O)C (N,N-dimethylformamide), CN(C=O)C (N,N-dimethylformamide). Run at temperature 130 celsius, time 20 minute. Product: N1(CCOCC1)CC=1C=CC(=[N+](C1)[O-])C1=C(NC2=CC=C(C=C12)C=1C=NC=CC1)O (3-[5-(Morpholin-4-ylmethyl)-1-oxidopyridin-2-yl]-5-pyridin-3-yl-1H-indol-2-ol). Isolated yield 82.8%. Reaction SMILES: [H-].[Na+].[N:3]1[CH:8]=[CH:7][CH:6]=[C:5]([C:9]2[CH:10]=[C:11]3[C:15](=[CH:16][CH:17]=2)[NH:14][C:13](=[O:18])[CH2:12]3)[CH:4]=1.Cl[C:20]1[CH:25]=[CH:24][C:23]([CH2:26][N:27]2[CH2:32][CH2:31][O:30][CH2:29][CH2:28]2)=[CH:22][N+:21]=1[O-:33]>CN(C)C=O>[N:27]1([CH2:26][C:23]2[CH:24]=[CH:25][C:20]([C:12]3[C:11]4[C:15](=[CH:16][CH:17]=[C:9]([C:5]5[CH:4]=[N:3][CH:8]=[CH:7][CH:6]=5)[CH:10]=4)[NH:14][C:13]=3[OH:18])=[N+:21]([O-:33])[CH:22]=2)[CH2:32][CH2:31][O:30][CH2:29][CH2:28]1 |f:0.1|. Reported procedure: To a suspension of sodium hydride (0.05 g, 1.2 mmol, 60% dispersion in oil, pre-washed with hexane) in N,N-dimethylformamide (3 mL) was added a solution of 5-pyridin-3-yl-1,3-dihydro-2H-indol-2-one (0.19 g, 0.90 mmol) in N,N-dimethylformamide (4 mL). The mixture was stirred for 20 min under nitrogen atmosphere. 2-Chloro-5-(morpholin-4-ylmethyl)pyridine 1-oxide (0.14 g, 0.60 mmol), dissolved in N,N-dimethylformamide (3 mL) was added dropwise and the mixture was stirred at room temperature for 2 h... The reactants are C(C1=CC=CC=C1)(C1=CC=CC=C1)OC(=O)C=1N2C(C(C2SCC1C1=CN=CS1)NC(=O)OC(C)(C)C)=O (2-benzhydryloxycarbonyl-7-t-butoxycarbonylamino-8-oxo-3-(thiazol-5-yl)-5-thia-1-azabicyclo[4.2.0]oct-2-ene), CS(=O)(=O)O (methanesulphonic acid). The solvent is C(C)#N (acetonitrile). The product is NC1C2SCC(=C(N2C1=O)C(=O)OC(C1=CC=CC=C1)C1=CC=CC=C1)C1=CN=CS1 (7-Amino-2-benzhydryloxycarbonyl-8-oxo-3-(thiazol-5-yl)-5-thia-1-azabicyclo[4.2.0]oct-2-ene). The yield is 100.3%. As a reaction SMILES: [CH:1]([O:14][C:15]([C:17]1[N:18]2[CH:21]([S:22][CH2:23][C:24]=1[C:25]1[S:29][CH:28]=[N:27][CH:26]=1)[CH:20]([NH:30]C(OC(C)(C)C)=O)[C:19]2=[O:38])=[O:16])([C:8]1[CH:13]=[CH:12][CH:11]=[CH:10][CH:9]=1)[C:2]1[CH:7]=[CH:6][CH:5]=[CH:4][CH:3]=1.CS(O)(=O)=O>C(#N)C>[NH2:30][CH:20]1[C:19](=[O:38])[N:18]2[CH:21]1[S:22][CH2:23][C:24]([C:25]1[S:29][CH:28]=[N:27][CH:26]=1)=[C:17]2[C:15]([O:14][CH:1]([C:8]1[CH:9]=[CH:10][CH:11]=[CH:12][CH:13]=1)[C:2]1[CH:3]=[CH:4][CH:5]=[CH:6][CH:7]=1)=[O:16]. Procedure details: Following the working method described in Example 15, 2-benzhydryloxycarbonyl-7-t-butoxycarbonylamino-8-oxo-3-(thiazol-5-yl)-5-thia-1-azabicyclo[4.2.0]oct-2-ene (10 g) is treated with methanesulphonic acid (10 cc) in acetonitrile (100 cc). 7-Amino-2-benzhydryloxycarbonyl-8-oxo-3-(thiazol-5-yl)-5-thia-1-azabicyclo[4.2.0]oct-2-ene (8.2 g) is obtained in the form of a yellow solid. Conditions: temperature 0 celsius, time 20 hour. Solvent: C1CCOC1.O (THF H2O), O (water). Reaction SMILES: C([O:3][C:4](=[O:26])[CH2:5][CH:6]1[O:10][B:9]([OH:11])[C:8]2[CH:12]=[C:13]([O:17][C:18]3[N:19]=[N:20][C:21]([C:24]#[N:25])=[CH:22][CH:23]=3)[CH:14]=[C:15]([CH3:16])[C:7]1=2)C.[Li+].[OH-:28].Cl>C1COCC1.O.O>[C:24]([C:21]1[N:20]=[N:19][C:18]([O:17][C:13]2[CH:14]=[C:15]([CH3:16])[C:7]3[CH:6]([CH2:5][C:4]([OH:3])=[O:26])[O:10][B:9]([OH:11])[C:8]=3[CH:12]=2)=[CH:23][CH:22]=1)(=[O:28])[NH2:25].[C:24]([C:21]1[N:20]=[N:19][C:18]([O:17][C:13]2[CH:14]=[C:15]([CH3:16])[C:7]3[CH:6]([CH2:5][C:4]([OH:26])=[O:3])[O:10][B:9]([OH:11])[C:8]=3[CH:12]=2)=[CH:23][CH:22]=1)#[N:25] |f:1.2,4.5|. Reactants: Cl (HCl), C(C)OC(CC1C2=C(B(O1)O)C=C(C=C2C)OC=2N=NC(=CC2)C#N)=O ([6-(6-cyano-pyridazin-3-yloxy)-1-hydroxy-4-methyl-1,3-dihydro-benzo[c][1,2]oxaborol-3-yl]-acetic acid ethyl ester), [Li+].[OH-] (LiOH). Product: C(N)(=O)C1=CC=C(N=N1)OC=1C=C(C2=C(B(OC2CC(=O)O)O)C1)C ([6-(6-carbamoyl-pyridazin-3-yloxy)-1-hydroxy-4-methyl-1,3-dihydro-benzo[c][1,2]oxaborol-3-yl]-acetic acid), C(#N)C1=CC=C(N=N1)OC=1C=C(C2=C(B(OC2CC(=O)O)O)C1)C ([6-(6-cyano-pyridazin-3-yloxy)-1-hydroxy-4-methyl-1,3-dihydro-benzo[c][1,2]oxaborol-3-yl]-acetic acid). Yield: 26.0%. Procedure: To a solution of [6-(6-cyano-pyridazin-3-yloxy)-1-hydroxy-4-methyl-1,3-dihydro-benzo[c][1,2]oxaborol-3-yl]-acetic acid ethyl ester (0.25 g, 0.7 mmol) in THF:H2O (1:1, 6 mL) at 0° C. was added a solution of LiOH (0.025 g, 1.06 ml) in water (1 mL). The solution was stirred at 0° C. for 20 hours then acidified to pH 3 with 1N HCl and extracted with EtOAc (2×10 mL). The organic extracts were dried and concentrated in vacuo. The residue was purified by preparative HPLC to give [6-(6-carbamoyl-pyridaz... The reactants are COC(=O)C1(CCOCC1)CCCNC1=CC=C(C=C1)Br (4-[3-(4-Bromo-phenylamino)-propyl]-tetrahydro-pyran-4-carboxylic acid methyl ester), CC(C)([O-])C.[K+] (potassium t-butoxide), O (water), [Sn] (tin), 25-g. The solvent is C(C)(=O)OCC (ethyl acetate), C1CCOC1 (THF), C(Cl)Cl (DCM), CO (MeOH). Reaction conditions: time 15 minute. Product: BrC1=CC=C(C=C1)N1C(C2(CCC1)CCOCC2)=O (2-(4-Bromo-phenyl)-9-oxa-2-aza-spiro[5.5]undecan-1-one). Isolated yield 94.9%. RXN SMILES: C[O:2][C:3]([C:5]1([CH2:11][CH2:12][CH2:13][NH:14][C:15]2[CH:20]=[CH:19][C:18]([Br:21])=[CH:17][CH:16]=2)[CH2:10][CH2:9][O:8][CH2:7][CH2:6]1)=O.CC(C)([O-])C.[K+].O.[Sn]>C1COCC1.C(Cl)Cl.C(OCC)(=O)C.CO>[Br:21][C:18]1[CH:19]=[CH:20][C:15]([N:14]2[CH2:13][CH2:12][CH2:11][C:5]3([CH2:10][CH2:9][O:8][CH2:7][CH2:6]3)[C:3]2=[O:2])=[CH:16][CH:17]=1 |f:1.2,^3:28|. Procedure: To a clear solution of 4-[3-(4-Bromo-phenylamino)-propyl]-tetrahydro-pyran-4-carboxylic acid methyl ester (0.74 g, 2.08 mmol) in THF (25 mL) was added a solution of 1.0 mL of potassium t-butoxide (1M in THF) at r.t. (water bath at rt). The clear solution turned a little bit cloudy. After 15 min, TLC (5% MeOH in DCM) showed the reaction is complete (spot to spot), LC/MS detected the product peak. The reaction was cooled tin an ice-water bath, diluted with 25 mL of ethyl acetate, quenched with 10 ... Starting materials: O[C@@H]1[C@@H](CN(CC1)CC1=CC=CC=C1)C(=O)N ((cis)-4-hydroxy-1-(phenylmethyl)-3-piperidinecarboxamide), B.CSC (borane methyl sulphide). The solvent is C1CCOC1 (THF). Conditions: temperature 80 celsius. Product: NC[C@@H]1CN(CC[C@@H]1O)CC1=CC=CC=C1 ((cis)-3-(aminomethyl)-1-(phenylmethyl)-4-piperidinol). RXN SMILES: [OH:1][C@H:2]1[CH2:7][CH2:6][N:5]([CH2:8][C:9]2[CH:14]=[CH:13][CH:12]=[CH:11][CH:10]=2)[CH2:4][C@H:3]1[C:15]([NH2:17])=O.B.CSC>C1COCC1>[NH2:17][CH2:15][C@H:3]1[C@@H:2]([OH:1])[CH2:7][CH2:6][N:5]([CH2:8][C:9]2[CH:14]=[CH:13][CH:12]=[CH:11][CH:10]=2)[CH2:4]1 |f:1.2|. Reported procedure: A solution of (cis)-4-hydroxy-1-(phenylmethyl)-3-piperidinecarboxamide (0.7 g, 3 mmol) in THF (6 ml) was treated with a borane-methyl sulphide complex (2M solution in THF, 3.3 ml). The reaction mixture was heated at 80° C. for 1300 s under microwave irradiation conditions. This was repeated twelve times and then the reaction mixtures were combined and the solvent was removed under reduced pressure and the residue was subjected to column chromatography on silica gel using a dichloromethane, metha... Reactants: CCOC(=O)CSc1cnc(NC(=O)N(CC2CCCCC2)c2ccc3c(c2)OCO3)s1, CCOC(=O)CSc1cnc(N)s1, CS(=O)(=O)c1ccc(N(CC2CCCC2)C(=O)Nc2nc(CC(=O)O)cs2)cc1, c1cc2c(cc1NCC1CCCCC1)OCO2. Product: O=C(O)CSc1cnc(NC(=O)N(CC2CCCCC2)c2ccc3c(c2)OCO3)s1. RXN SMILES: [CH2:1]([CH3:2])[O:3][C:4]([CH2:5][S:6][c:7]1[cH:8][n:9][c:10]([NH:12][C:13](=[O:14])[N:15]([CH2:16][CH:17]2[CH2:18][CH2:19][CH2:20][CH2:21][CH2:22]2)[c:23]2[cH:24][c:25]3[c:26]([cH:30][cH:31]2)[O:27][CH2:28][O:29]3)[s:11]1)=[O:32].[CH2:79]([O:80][C:81](=[O:82])[CH2:83][S:84][c:85]1[s:86][c:87]([NH2:88])[n:89][cH:90]1)[CH3:91].[CH:33]1([CH2:34][N:35]([c:36]2[cH:37][cH:38][c:39]([S:40]([CH3:41])(=[O:42])=[O:43])[cH:44][cH:45]2)[C:46](=[O:47])[NH:48][c:49]2[s:50][cH:51][c:52]([CH2:53][C:54]([OH:55])=[O:56])[n:57]2)[CH2:58][CH2:59][CH2:60][CH2:61]1.[O:62]1[c:63]2[cH:64][cH:65][c:66]([NH:67][CH2:68][CH:69]3[CH2:70][CH2:71][CH2:72][CH2:73][CH2:74]3)[cH:75][c:76]2[O:77][CH2:78]1>>[O:3]=[C:4]([CH2:5][S:6][c:7]1[cH:8][n:9][c:10]([NH:12][C:13](=[O:14])[N:15]([CH2:16][CH:17]2[CH2:18][CH2:19][CH2:20][CH2:21][CH2:22]2)[c:23]2[cH:24][c:25]3[c:26]([cH:30][cH:31]2)[O:27][CH2:28][O:29]3)[s:11]1)[OH:32]. The reactants are CN1C(NC(C=2N(C=NC12)CCC)=O)=O (3-methyl-7-propylxanthine), ClCCCCCC(C)=O (1-chloro-heptan-6-one), C([O-])([O-])=O.[K+].[K+] (potassium carbonate), petroleum ether diisopropyl ether. The solvent is CN(C=O)C (dimethylformamide). Product: O=C(CCCCCN1C(=O)N(C=2N=CN(C2C1=O)CCC)C)C (1-(6-oxoheptyl)-3-methyl-7-propylxanthine). Yield: 162.4%. RXN SMILES: [CH3:1][N:2]1[C:10]2[N:9]=[CH:8][N:7]([CH2:11][CH2:12][CH3:13])[C:6]=2[C:5](=[O:14])[NH:4][C:3]1=[O:15].Cl[CH2:17][CH2:18][CH2:19][CH2:20][CH2:21][C:22](=[O:24])[CH3:23].C(=O)([O-])[O-].[K+].[K+]>CN(C)C=O>[O:24]=[C:22]([CH3:23])[CH2:21][CH2:20][CH2:19][CH2:18][CH2:17][N:4]1[C:5](=[O:14])[C:6]2[N:7]([CH2:11][CH2:12][CH3:13])[CH:8]=[N:9][C:10]=2[N:2]([CH3:1])[C:3]1=[O:15] |f:2.3.4|. Reported procedure: 2.1 g of 3-methyl-7-propylxanthine, 0.7 g of 1-chloro-heptan-6-one and 1.4 g of potassium carbonate are heated at 120° C. in 15 ml of dimethylformamide for 7.5 hours, while stirring. After the mixture has been concentrated under reduced pressure, the residue is poured into 100 ml of H2O, the mixture is extracted three times with 100 ml of CHCl3 each time, and the combined chloroform extracts are treated with 1 N sodium hydroxide solution and water in succession and dried over sodium sulfate. The...